This data is from the Open Reaction Database (ORD), a public repository of structured organic reaction records. The task is: describe an organic reaction: reactants, conditions, products, and yield The reactants are CC(C)(C)N(N)C(=O)c1ccccc1, O=C([O-])O, ClCCl, C, [Na+], O=S(=O)(Cl)Cl, O=C(O)c1cnccn1. Product: CC(C)(C)N(NC(=O)c1cnccn1)C(=O)c1ccccc1. As a reaction SMILES: [C:1]([CH3:2])([CH3:3])([CH3:4])[N:5]([NH2:6])[C:7]([c:8]1[cH:9][cH:10][cH:11][cH:12][cH:13]1)=[O:14].[C:30](=[O:31])([OH:32])[O-:33].[CH2:35]([Cl:36])[Cl:37].[CH4:29].[Na+:34].[S:24]([Cl:25])([Cl:26])(=[O:27])=[O:28].[n:15]1[c:16]([C:21](=[O:22])[OH:23])[cH:17][n:18][cH:19][cH:20]1>>[C:1]([CH3:2])([CH3:3])([CH3:4])[N:5]([NH:6][C:21]([c:16]1[n:15][cH:20][cH:19][n:18][cH:17]1)=[O:22])[C:7]([c:8]1[cH:9][cH:10][cH:11][cH:12][cH:13]1)=[O:14]. The product is O=C(Nc1ccc(Oc2ccnc(N3CCCCC3)n2)c2ccccc12)c1cc(F)cc(N2CCCCC2)c1. RXN SMILES: [CH2:38]1[CH2:39][CH2:40][NH:41][CH2:42][CH2:43]1.[F:1][c:2]1[cH:3][c:4]([C:5](=[O:6])[NH:7][c:8]2[cH:9][cH:10][c:11]([O:18][c:19]3[n:20][c:21]([S:25]([CH3:26])(=[O:27])=[O:28])[n:22][cH:23][cH:24]3)[c:12]3[cH:13][cH:14][cH:15][cH:16][c:17]23)[cH:29][c:30]([N:32]2[CH2:33][CH2:34][CH2:35][CH2:36][CH2:37]2)[cH:31]1>>[F:1][c:2]1[cH:3][c:4]([C:5](=[O:6])[NH:7][c:8]2[cH:9][cH:10][c:11]([O:18][c:19]3[n:20][c:21]([N:41]4[CH2:40][CH2:39][CH2:38][CH2:43][CH2:42]4)[n:22][cH:23][cH:24]3)[c:12]3[cH:13][cH:14][cH:15][cH:16][c:17]23)[cH:29][c:30]([N:32]2[CH2:33][CH2:34][CH2:35][CH2:36][CH2:37]2)[cH:31]1. Reactants: C1CCNCC1, CS(=O)(=O)c1nccc(Oc2ccc(NC(=O)c3cc(F)cc(N4CCCCC4)c3)c3ccccc23)n1. Reactants: [Cl-].[NH4+] (ammonium chloride), C1(=CC=CC=C1)CN1C(CN(CC1)CC1=CC=CC=C1)C(=O)N(C)OC (1,4-Bis(phenylmethyl)-N-methoxy-N-methyl-2-piperazine carboxamide), solution, C1(=CC=CC=C1)[Mg]Br (phenylmagnesium bromide). The yield is 51.0%. The product is Cl.Cl.C(C1=CC=CC=C1)(=O)C1N(CCN(C1)CC1=CC=CC=C1)CC1=CC=CC=C1 (2-Benzoyl-1,4-bis(phenylmethyl)piperazine dihydrochloride). The solvent is O1CCCC1 (tetrahydrofuran), O1CCCC1 (tetrahydrofuran). As a reaction SMILES: [C:1]1([CH2:7][N:8]2[CH2:13][CH2:12][N:11]([CH2:14][C:15]3[CH:20]=[CH:19][CH:18]=[CH:17][CH:16]=3)[CH2:10][CH:9]2[C:21](N(OC)C)=[O:22])[CH:6]=[CH:5][CH:4]=[CH:3][CH:2]=1.[C:27]1([Mg]Br)[CH:32]=[CH:31][CH:30]=[CH:29][CH:28]=1.[Cl-:35].[NH4+]>O1CCCC1>[ClH:35].[ClH:35].[C:21]([CH:9]1[CH2:10][N:11]([CH2:14][C:15]2[CH:20]=[CH:19][CH:18]=[CH:17][CH:16]=2)[CH2:12][CH2:13][N:8]1[CH2:7][C:1]1[CH:6]=[CH:5][CH:4]=[CH:3][CH:2]=1)(=[O:22])[C:27]1[CH:32]=[CH:31][CH:30]=[CH:29][CH:28]=1 |f:2.3,5.6.7|. Procedure details: 1,4-Bis(phenylmethyl)-N-methoxy-N-methyl-2-piperazine carboxamide (2.9 g, 8.1 mmol) was dissolved in tetrahydrofuran (30 mL) under argon atmosphere. A 1.0 M solution of phenylmagnesium bromide in tetrahydrofuran (24 mL, 24 mmol) was added dropwise thereto over 30 minutes with ice cooling. After the mixture was stirred at room temperature for 14 hours, an aqueous saturated ammonium chloride solution (200 mL) was added dropwise thereto with ice cooling, and the resulting mixture was extracted with... Reaction conditions: time 30 minute. Reported procedure: The title compound was prepared following the same protocol as described in Step 5, Example 36, using the (S)-1-(3-isopropylphenyl)ethanamine hydrochloride instead of the (S)-1-(3-cyclopropylphenyl)ethanamine hydrochloride and the 1-(4-((1-methoxy-2-methyl-1-oxopropan-2-yl)oxy)benzyl)-2,3-dimethyl-1H-indole-5-carboxylic acid instead of the 1-(4-(2-methoxy-2-oxoethoxy)benzyl)-2,3-dimethyl-1H-indole-5-carboxylic acid. Reaction SMILES: Cl.[CH:2]([C:5]1[CH:6]=[C:7]([C@@H:11]([NH2:13])[CH3:12])[CH:8]=[CH:9][CH:10]=1)([CH3:4])[CH3:3].[CH3:14][O:15][C:16](=[O:42])[C:17]([O:20][C:21]1[CH:41]=[CH:40][C:24]([CH2:25][N:26]2[C:34]3[C:29](=[CH:30][C:31]([C:35](O)=[O:36])=[CH:32][CH:33]=3)[C:28]([CH3:38])=[C:27]2[CH3:39])=[CH:23][CH:22]=1)([CH3:19])[CH3:18]>>[CH:2]([C:5]1[CH:6]=[C:7]([C@@H:11]([NH:13][C:35]([C:31]2[CH:30]=[C:29]3[C:34](=[CH:33][CH:32]=2)[N:26]([CH2:25][C:24]2[CH:40]=[CH:41][C:21]([O:20][C:17]([CH3:19])([CH3:18])[C:16]([O:15][CH3:14])=[O:42])=[CH:22][CH:23]=2)[C:27]([CH3:39])=[C:28]3[CH3:38])=[O:36])[CH3:12])[CH:8]=[CH:9][CH:10]=1)([CH3:4])[CH3:3] |f:0.1|. Reactants: Cl.C(C)(C)C=1C=C(C=CC1)[C@H](C)N ((S)-1-(3-isopropylphenyl)ethanamine hydrochloride), COC(C(C)(C)OC1=CC=C(CN2C(=C(C3=CC(=CC=C23)C(=O)O)C)C)C=C1)=O (1-(4-((1-methoxy-2-methyl-1-oxopropan-2-yl)oxy)benzyl)-2,3-dimethyl-1H-indole-5-carboxylic acid). Product: C(C)(C)C=1C=C(C=CC1)[C@H](C)NC(=O)C=1C=C2C(=C(N(C2=CC1)CC1=CC=C(OC(C(=O)OC)(C)C)C=C1)C)C ((S)-Methyl 2-(4-((5-((1-(3-isopropylphenyl)ethyl)carbamoyl)-2,3-dimethyl-1H-indol-1-yl)methyl)phenoxy)-2-methylpropanoate). Starting materials: [OH-].[Na+] (sodium hydroxide), C(CS)S (1,2-ethandithiol), boron trifluoro, BrC=1C=C2CCCC(C2=CC1)=O (6-bromo-3,4-dihydro-2H-naphthalen-1-one). Run in ClCCl (dichloromethane). Run at time 15 hour. Yields the product BrC=1C=C2CCCC3(C2=CC1)SCCS3 (6′-bromo-3′,4′-dihydro-2′H-spiro[[1,3]dithiolane-2,1′-naphthalene]). Isolated yield 88.0%. As a reaction SMILES: [Br:1][C:2]1[CH:3]=[C:4]2[C:9](=[CH:10][CH:11]=1)[C:8](=O)[CH2:7][CH2:6][CH2:5]2.[CH2:13]([SH:16])[CH2:14][SH:15].[OH-].[Na+]>ClCCl>[Br:1][C:2]1[CH:3]=[C:4]2[C:9](=[CH:10][CH:11]=1)[C:8]1([S:16][CH2:13][CH2:14][S:15]1)[CH2:7][CH2:6][CH2:5]2 |f:2.3|. Reported procedure: A solution of 6-bromo-3,4-dihydro-2H-naphthalen-1-one (CAS[66361-67-9]) (0.9 g, 4.00 mmol) in dichloromethane (8 ml) was cooled to 0° C. and treated with 1,2-ethandithiol (769 mg, 686 μl, 8.00 mmol) and boron trifluoro etherate (284 mg, 247 μl, 2.00 mmol). The reaction mixture was left to warm to room temperature and stirred for 15 hours. For the workup, the reaction mixture was poured into a solution of sodium hydroxide (1N) followed by extraction with dichloromethane (40 ml). The organic layer...